This data is from the Open Reaction Database (ORD), a public repository of structured organic reaction records. The task is: describe an organic reaction: reactants, conditions, products, and yield Reactants: Cl.O.N1CCC(CC1)=O (4-Piperidone monohydrate hydrochloride), C([O-])(O)=O.[Na+] (sodium bicarbonate), C(=O)(OC(C)(C)C)OC(=O)[O-] (tert-butyl dicarbonate). Solvent: C(C)(=O)OCC (ethyl acetate). Product: C(C)(C)(C)OC(=O)N1CCC(CC1)=O (N-tert-Butyloxycarbonyl-4-piperidone). The yield is 85.2%. As a reaction SMILES: Cl.O.[NH:3]1[CH2:8][CH2:7][C:6](=[O:9])[CH2:5][CH2:4]1.C(=O)(O)[O-].[Na+].[C:15](OC([O-])=O)([O:17][C:18]([CH3:21])([CH3:20])[CH3:19])=[O:16]>C(OCC)(=O)C>[C:18]([O:17][C:15]([N:3]1[CH2:8][CH2:7][C:6](=[O:9])[CH2:5][CH2:4]1)=[O:16])([CH3:21])([CH3:20])[CH3:19] |f:0.1.2,3.4|. Procedure details: 4-Piperidone monohydrate hydrochloride (5 g, 0.033 mol) was added to 50 mL distilled water and stirred until dissolved. To this solution was added solid sodium bicarbonate (3 g, 0.035 mol) followed by tert-butyl dicarbonate (7.2 g, 0.033 mol), and the resulting clear solution was stirred for 20 hours at room temperature. The slurry was treated with 100 mL of ethyl acetate and stirred until all solids dissolved. The layers were separated, and the organic layer was washed with 30 mL of 1N H3PO4 an... Starting materials: CCO, CCOC(=O)c1cc(C(=O)NOCc2ccccc2)cc(C(=O)OCC)c1. Yields the product CCOC(=O)c1cc(C(=O)NO)cc(C(=O)OCC)c1. Reaction SMILES: [CH3:28][CH2:29][OH:30].[c:1]1([CH2:2][O:8][NH:9][C:10](=[O:11])[c:12]2[cH:13][c:14]([C:23](=[O:24])[O:25][CH2:26][CH3:27])[cH:15][c:16]([C:18](=[O:19])[O:20][CH2:21][CH3:22])[cH:17]2)[cH:3][cH:4][cH:5][cH:6][cH:7]1>>[OH:8][NH:9][C:10](=[O:11])[c:12]1[cH:13][c:14]([C:23](=[O:24])[O:25][CH2:26][CH3:27])[cH:15][c:16]([C:18](=[O:19])[O:20][CH2:21][CH3:22])[cH:17]1.